From a dataset of the Open Reaction Database (ORD), a public repository of structured organic reaction records. describe an organic reaction: reactants, conditions, products, and yield The reactants are C(#N)C1=CC=C(C=O)C=C1 (p-cyanobenzaldehyde), N1(CCNCC1)C=O (piperazine-1-carboxaldehyde), C(=O)O (formic acid), Cl (hydrochloric acid). The solvent is C(C)O (ethanol). Reaction conditions: time 10 minute. Yields the product N1(CCNCC1)CC1=CC=C(C=C1)C#N (α-(1-piperazinyl)-p-tolunitrile). As a reaction SMILES: [C:1]([C:3]1[CH:10]=[CH:9][C:6](C=O)=[CH:5][CH:4]=1)#[N:2].[N:11]1([CH:17]=O)[CH2:16][CH2:15][NH:14][CH2:13][CH2:12]1.C(O)=O.Cl>C(O)C>[N:11]1([CH2:17][C:6]2[CH:9]=[CH:10][C:3]([C:1]#[N:2])=[CH:4][CH:5]=2)[CH2:16][CH2:15][NH:14][CH2:13][CH2:12]1. Procedure: A mixture of 13.1 g. of p-cyanobenzaldehyde and 15 ml. of piperazine-1-carboxaldehyde was heated to 100° C. Over 10 minutes, 6 g. of 99% formic acid were added. The mixture was heated for 3 hours, then 200 ml. of 3.6 N hydrochloric acid in ethanol were added and the mixture was refluxed for 4 hours. The solid was collected, washed with ether and suspended in water. 10 N Sodium hydroxide extracted with three 100 ml. portions of chloroform and the combined extracts were evaporated. The residue was... Reactants: N (ammonia), CO (methanol), ClC=1C=CC2=C(C(=NCC(N2)=S)C2=NC=CC=C2)C1 (7-chloro-5-(2-pyridyl)-3H-1,4-benzodiazepine-2(1H)-thione). The solvent is O1CCCC1 (tetrahydrofuran). Reaction conditions: time 17 hour. Product: NC1=NC2=C(C(=NC1)C1=NC=CC=C1)C=C(C=C2)Cl (2-amino-7-chloro-5-(2-pyridyl)-3H-1,4-benzodiazepine). RXN SMILES: [NH3:1].CO.[Cl:4][C:5]1[CH:6]=[CH:7][C:8]2[NH:14][C:13](=S)[CH2:12][N:11]=[C:10]([C:16]3[CH:21]=[CH:20][CH:19]=[CH:18][N:17]=3)[C:9]=2[CH:22]=1>O1CCCC1>[NH2:1][C:13]1[CH2:12][N:11]=[C:10]([C:16]2[CH:21]=[CH:20][CH:19]=[CH:18][N:17]=2)[C:9]2[CH:22]=[C:5]([Cl:4])[CH:6]=[CH:7][C:8]=2[N:14]=1. Procedure details: 300 ml of 25% aqueous ammonia solution and 100 ml of methanol were added to a solution of 18.5 g of 7-chloro-5-(2-pyridyl)-3H-1,4-benzodiazepine-2(1H)-thione in 800 ml of tetrahydrofuran. The mixture was stirred at room temperature for 17 h., with the solution which formed being concentrated to about 200 ml in a vacuum. The crystals were filtered off, washed with water and dried, stirred in 25 ml of dioxan at 100° C., cooled and filtered off. There were obtained 16.3 g of 2-amino-7-chloro-5-(2-p... Solvent: CO (methanol). The reagents and catalysts are [Pd] (Palladium on carbon). The product is C(C)OC(=O)C=1NC2=CC=C(C=C2C1CCCNC(=O)OC(C)(C)C)N (5-amino-3-[3-(t-butoxycarbonylamino)-propyl]-1H-indole-2-carboxylic acid ethyl ester). RXN SMILES: [CH2:1]([O:3][C:4]([C:6]1[NH:7][C:8]2[C:13]([C:14]=1[CH2:15][CH2:16][CH2:17][NH:18][C:19]([O:21][C:22]([CH3:25])([CH3:24])[CH3:23])=[O:20])=[CH:12][C:11]([N+:26]([O-])=O)=[CH:10][CH:9]=2)=[O:5])[CH3:2].[H][H]>CO.[Pd]>[CH2:1]([O:3][C:4]([C:6]1[NH:7][C:8]2[C:13]([C:14]=1[CH2:15][CH2:16][CH2:17][NH:18][C:19]([O:21][C:22]([CH3:25])([CH3:24])[CH3:23])=[O:20])=[CH:12][C:11]([NH2:26])=[CH:10][CH:9]=2)=[O:5])[CH3:2]. Starting materials: C(C)OC(=O)C=1NC2=CC=C(C=C2C1CCCNC(=O)OC(C)(C)C)[N+](=O)[O-] (5-Nitro-3-[3-(t-butoxycarbonylamino)-propyl]-1H-indole-2-carboxylic acid ethyl ester), [H][H] (hydrogen), 5-bromo, [H][H] (hydrogen). Reported procedure: 5-Nitro-3-[3-(t-butoxycarbonylamino)-propyl]-1H-indole-2-carboxylic acid ethyl ester (prepared by the procedure described in Example 2 for the 5-bromo analog) (426 mg) was dissolved in 20 mL of methanol. Palladium on carbon (85 mg) was added and the flask was seal with a rubber septum. A vacuum was pulled through a needle and the void was refilled from a balloon of hydrogen gas. The resulting mixture was stirred under 1 atm of hydrogen gas for 17 h. In the morning, LCMS analysis revealed consump...